From a dataset of the Open Reaction Database (ORD), a public repository of structured organic reaction records. describe an organic reaction: reactants, conditions, products, and yield Reactants: CC(C)(C)OC(=O)N1CCCC1C(=O)O (Boc-Pro-OH), Fc1ccc(I)cc1 (1-iodo,4-fluorobenzene). The reagents and catalysts are [Cs+].[Cs+].[O-]C([O-])=O (CsCO3), CC(C)(C)C1=CC(=NC=C1)C2=NC=CC(=C2)C(C)(C)C (4,4-di-tert-butyl-2,2-bipyridyl), COCCOC.Cl[Ni]Cl (NiCl2-glyme), CC(C)(C)C1=CC2=N(->[Ir+]34(<-N5=CC(C(F)(F)F)=CC=C5C5=C(F)C=C(F)C=C53)(<-N3=CC(C(F)(F)F)=CC=C3C3=C(F)C=C(F)C=C34)<-N3=C2C=C(C(C)(C)C)C=C3)C=C1.F[P-](F)(F)(F)(F)F (Ir[dF(CF3)ppy]2(dtbbpy)PF6). Run in CN(C)C=O (DMF). Run at temperature 23 celsius, time 72 hour. Yields the product CC(C)(C)OC(=O)N1CCCC1c1ccc(F)cc1. The yield is 65.0%. Procedure: Prior to irradiation, the reaction mixture was degassed by bubbling argon for 20 minutes Reactants: Cl 1000, N([C@@H](CC1=CNC2=CC=CC=C12)C(=O)N[C@@H](CC1=CNC2=CC=CC=C12)C(=O)N1[C@H](C(=O)N[C@@H](CC2=CNC3=CC=CC=C23)C(=O)N[C@@H](CCCNC(N)=N)C(=O)N[C@@H](CCCNC(N)=N)C(=O)N[C@@H](CCCCNC(=O)OC(C)(C)C)C(=O)N)CCC1)C(=O)OCC1=CC=CC=C1 (Z-TrpTrp-Pro-Trp-Arg-Arg-Lys(Boc)-NH2). Reaction SMILES: [NH:1](C(OCC1C=CC=CC=1)=O)[C@H:2]([C:13]([NH:15][C@H:16]([C:27]([N:29]1[CH2:88][CH2:87][CH2:86][C@H:30]1[C:31]([NH:33][C@H:34]([C:45]([NH:47][C@H:48]([C:56]([NH:58][C@H:59]([C:67]([NH:69][C@H:70]([C:83]([NH2:85])=[O:84])[CH2:71][CH2:72][CH2:73][CH2:74][NH:75][C:76]([O:78][C:79]([CH3:82])([CH3:81])[CH3:80])=[O:77])=[O:68])[CH2:60][CH2:61][CH2:62][NH:63][C:64](=[NH:66])[NH2:65])=[O:57])[CH2:49][CH2:50][CH2:51][NH:52][C:53](=[NH:55])[NH2:54])=[O:46])[CH2:35][C:36]1[C:44]2[C:39](=[CH:40][CH:41]=[CH:42][CH:43]=2)[NH:38][CH:37]=1)=[O:32])=[O:28])[CH2:17][C:18]1[C:26]2[C:21](=[CH:22][CH:23]=[CH:24][CH:25]=2)[NH:20][CH:19]=1)=[O:14])[CH2:3][C:4]1[C:12]2[C:7](=[CH:8][CH:9]=[CH:10][CH:11]=2)[NH:6][CH:5]=1>CO>[NH2:1][C@H:2]([C:13]([NH:15][C@H:16]([C:27]([N:29]1[CH2:88][CH2:87][CH2:86][C@H:30]1[C:31]([NH:33][C@H:34]([C:45]([NH:47][C@H:48]([C:56]([NH:58][C@H:59]([C:67]([NH:69][C@H:70]([C:83]([NH2:85])=[O:84])[CH2:71][CH2:72][CH2:73][CH2:74][NH:75][C:76]([O:78][C:79]([CH3:82])([CH3:80])[CH3:81])=[O:77])=[O:68])[CH2:60][CH2:61][CH2:62][NH:63][C:64](=[NH:65])[NH2:66])=[O:57])[CH2:49][CH2:50][CH2:51][NH:52][C:53](=[NH:54])[NH2:55])=[O:46])[CH2:35][C:36]1[C:44]2[C:39](=[CH:40][CH:41]=[CH:42][CH:43]=2)[NH:38][CH:37]=1)=[O:32])=[O:28])[CH2:17][C:18]1[C:26]2[C:21](=[CH:22][CH:23]=[CH:24][CH:25]=2)[NH:20][CH:19]=1)=[O:14])[CH2:3][C:4]1[C:12]2[C:7](=[CH:8][CH:9]=[CH:10][CH:11]=2)[NH:6][CH:5]=1. The solvent is CO (methanol), CO (methanol). Reported procedure: A methanol solution of 1.00 equivalent of 2TPB.Z-TrpTrp-Pro-Trp-Arg-Arg-Lys(Boc)-NH2 (Mw=1347.5; purity=64.0%) was passed several times through a column containing a methanol washed resin IRA 958 (or Amberjet Cl 1000; 6.00 equivalents). After checking the exchange by HPLC, the resin was filtered, washed three times. The combined organic phases were partially concentrated in vacuo and then diluted with water. Finally, 2% (weight) of Pd catalyst were added and the suspension hydrogenated for at le... Product: N[C@@H](CC1=CNC2=CC=CC=C12)C(=O)N[C@@H](CC1=CNC2=CC=CC=C12)C(=O)N1[C@H](C(=O)N[C@@H](CC2=CNC3=CC=CC=C23)C(=O)N[C@@H](CCCNC(N)=N)C(=O)N[C@@H](CCCNC(N)=N)C(=O)N[C@@H](CCCCNC(=O)OC(C)(C)C)C(=O)N)CCC1 (H-Trp-Trp-Pro-Trp-Arg-Arg-Lys(Boc)-NH2). The reactants are C(C1=CC=CC=C1)O[C@H]1C([C@@]2(CO[C@]([C@@H]1OCC1=CC=CC=C1)(O2)C2=CC(=C(C=C2)Cl)CC2=CC=C(C=C2)OCC)CO[Si](C)(C)C(C)(C)C)=O ((1R,3R,4R,5S)-3,4-dibenzyloxy-1-[(tert-butyl(dimethyl)silyl)oxymethyl]-5-[4-chloro-3-[(4-ethoxyphenyl)methyl]phenyl]-6,8-dioxabicyclo[3.2.1]octan-2-one), [F-].C(CCC)[N+](CCCC)(CCCC)CCCC (tetrabutylammonium fluoride). The solvent is O1CCCC1 (tetrahydrofuran). Reaction conditions: time 2 hour. Product: C(C1=CC=CC=C1)O[C@H]1C([C@@]2(CO[C@]([C@@H]1OCC1=CC=CC=C1)(O2)C2=CC(=C(C=C2)Cl)CC2=CC=C(C=C2)OCC)CO)=O ((1S,3R,4R,5S)-3,4-dibenzyloxy-5-[4-chloro-3-[(4-ethoxyphenyl)methyl]phenyl]-1-(hydroxymethyl)-6,8-dioxabicyclo[3.2.1]octan-2-one). Isolated yield 99.9%. RXN SMILES: [CH2:1]([O:8][C@@H:9]1[C@@H:15]([O:16][CH2:17][C:18]2[CH:23]=[CH:22][CH:21]=[CH:20][CH:19]=2)[C@:14]2([C:25]3[CH:30]=[CH:29][C:28]([Cl:31])=[C:27]([CH2:32][C:33]4[CH:38]=[CH:37][C:36]([O:39][CH2:40][CH3:41])=[CH:35][CH:34]=4)[CH:26]=3)[O:24][C@@:11]([CH2:42][O:43][Si](C(C)(C)C)(C)C)([CH2:12][O:13]2)[C:10]1=[O:51])[C:2]1[CH:7]=[CH:6][CH:5]=[CH:4][CH:3]=1.[F-].C([N+](CCCC)(CCCC)CCCC)CCC>O1CCCC1>[CH2:1]([O:8][C@@H:9]1[C@@H:15]([O:16][CH2:17][C:18]2[CH:19]=[CH:20][CH:21]=[CH:22][CH:23]=2)[C@:14]2([C:25]3[CH:30]=[CH:29][C:28]([Cl:31])=[C:27]([CH2:32][C:33]4[CH:34]=[CH:35][C:36]([O:39][CH2:40][CH3:41])=[CH:37][CH:38]=4)[CH:26]=3)[O:24][C@@:11]([CH2:42][OH:43])([CH2:12][O:13]2)[C:10]1=[O:51])[C:2]1[CH:7]=[CH:6][CH:5]=[CH:4][CH:3]=1 |f:1.2|. Procedure details: To a solution of (1R,3R,4R,5S)-3,4-dibenzyloxy-1-[(tert-butyl(dimethyl)silyl)oxymethyl]-5-[4-chloro-3-[(4-ethoxyphenyl)methyl]phenyl]-6,8-dioxabicyclo[3.2.1]octan-2-one 28f (15.9 g, 21.8 mmol) in tetrahydrofuran (40 mL) was added tetrabutylammonium fluoride (48 mL, 43.6 mmol, 1 M in tetrahydrofuran) at room temperature. The mixture was stirred at room temperature for 2 hours and extracted with ethyl acetate (100 mL×2). The combined organic phases were washed with water (100 mL×3) and then satura... Run at time 45 minute. Reported procedure: Thionyl chloride, 8.0 grams (0.112 mole) was stirred, and 10.0 grams (0.056 mole) of 3,6,9-trioxadecanoic acid was added dropwise during a 45 minute period. Upon completion of addition, the reaction mixture was warmed to reflux where it stirred for 45 minutes. The reaction mixture was cooled, yielding 3,6,9-trioxadecanoyl chloride. An 80% yield of acid chloride was assumed. The product is C(COCCOCCOC)(=O)Cl (3,6,9-trioxadecanoyl chloride). Starting materials: S(=O)(Cl)Cl (Thionyl chloride), C(COCCOCCOC)(=O)O (3,6,9-trioxadecanoic acid). Reaction SMILES: S(Cl)([Cl:3])=O.[C:5]([OH:16])(=O)[CH2:6][O:7][CH2:8][CH2:9][O:10][CH2:11][CH2:12][O:13][CH3:14]>>[C:5]([Cl:3])(=[O:16])[CH2:6][O:7][CH2:8][CH2:9][O:10][CH2:11][CH2:12][O:13][CH3:14]. The reactants are [Br-], [Br-], [Br-], CCC(=O)c1cc2c(Cl)cccc2s1, C1CCOC1, C[N+](C)(C)c1ccccc1, C[N+](C)(C)c1ccccc1, C[N+](C)(C)c1ccccc1. RXN SMILES: [Br-:15].[Br-:16].[Br-:17].[Cl:1][c:2]1[cH:3][cH:4][cH:5][c:6]2[s:7][c:8]([C:11]([CH2:12][CH3:13])=[O:14])[cH:9][c:10]12.[O:48]1[CH2:49][CH2:50][CH2:51][CH2:52]1.[c:18]1([N+:19]([CH3:20])([CH3:21])[CH3:22])[cH:23][cH:24][cH:25][cH:26][cH:27]1.[c:28]1([N+:29]([CH3:30])([CH3:31])[CH3:32])[cH:33][cH:34][cH:35][cH:36][cH:37]1.[c:38]1([N+:39]([CH3:40])([CH3:41])[CH3:42])[cH:43][cH:44][cH:45][cH:46][cH:47]1>>[Cl:1][c:2]1[cH:3][cH:4][cH:5][c:6]2[s:7][c:8]([C:11]([CH:12]([CH3:13])[Br:15])=[O:14])[cH:9][c:10]12. Yields the product CC(Br)C(=O)c1cc2c(Cl)cccc2s1. Starting materials: ClC1=NC=C(C(=N1)Cl)F (2,4-Dichloro-5-fluoropyrimidine), NC=1C=C(N)C=CC1C (3-amino-4-methylaniline). Solvent: CO (MeOH), O (H2O). Reaction conditions: temperature 70 celsius. Yields the product NC=1C=C(C=CC1C)NC1=NC=C(C(=N1)NC1=CC(=C(C=C1)C)N)F (N2,N4-bis(3-amino-4-methylphenyl)-5-fluoro-2,4-pyrimidinediamine). As a reaction SMILES: Cl[C:2]1[N:7]=[C:6](Cl)[C:5]([F:9])=[CH:4][N:3]=1.[NH2:10][C:11]1[CH:12]=[C:13]([CH:15]=[CH:16][C:17]=1[CH3:18])[NH2:14]>CO.O>[NH2:10][C:11]1[CH:12]=[C:13]([NH:14][C:2]2[N:7]=[C:6]([NH:14][C:13]3[CH:15]=[CH:16][C:17]([CH3:18])=[C:11]([NH2:10])[CH:12]=3)[C:5]([F:9])=[CH:4][N:3]=2)[CH:15]=[CH:16][C:17]=1[CH3:18]. Procedure: 2,4-Dichloro-5-fluoropyrimidine (50 mg, 0.30 mmol) was dissolved in a mixture of MeOH (1 ml) and H2O (0.1 ml). 3-amino-4-methylaniline (146 mg, 1.2 mmol) was added and the mixture was refluxed for 20 hours (70° C. oil-bath temperature). The mixture was cooled to 22° C., concentrated to dryness under reduced pressure and subjected to column chromatography on silica gel (CHCl3-Acetone, 2:1) to give N2,N4-bis(3-amino-4-methylphenyl)-5-fluoro-2,4-pyrimidinediamine. 1H NMR (CD3OD): δ 8.11 (d, 1H, J=5... Starting materials: N(=[N+]=[N-])[C@H]([C@H](CC1=CC=CC=C1)NC(OC(C)(C)C)=O)COCC (tert-butyl [(1S,2R)-2-azido-1-benzyl-3-ethoxypropyl]carbamate), [N-]=[N+]=[N-] (Azide), S(C)(=O)(=O)[O-] (mesylate), [N-]=[N+]=[N-].[Na+] (NaN3), C(C)(C)C (H−tBu), [N-]=[N+]=[N-] (azide), Cl (HCl). Run in CN(C)C=O (DMF), O1CCOCC1 (dioxane). Reaction conditions: temperature 90 celsius, time 8 hour. Yields the product N(=[N+]=[N-])[C@H]([C@H](CC1=CC=CC=C1)N)COCC ((2S,3R)-3-azido-4-ethoxy-1-phenylbutan-2-amine). As a reaction SMILES: [N-]=[N+]=[N-].S([O-])(=O)(=O)C.[N-]=[N+]=[N-].[Na+].[N:13]([C@@H:16]([CH2:33][O:34][CH2:35][CH3:36])[C@@H:17]([NH:25]C(=O)OC(C)(C)C)[CH2:18][C:19]1[CH:24]=[CH:23][CH:22]=[CH:21][CH:20]=1)=[N+:14]=[N-:15].C(C)(C)C.Cl>CN(C=O)C.O1CCOCC1>[N:13]([C@@H:16]([CH2:33][O:34][CH2:35][CH3:36])[C@@H:17]([NH2:25])[CH2:18][C:19]1[CH:20]=[CH:21][CH:22]=[CH:23][CH:24]=1)=[N+:14]=[N-:15] |f:2.3|. Procedure details: Epoxide Opening In a flask charged with NaH (60% dispersion, 0.26 g, 34.1 mmol) in EtOH at 0° C. was added tert-Butyl[(1S)-1-oxiran-2-yl-2-phenylethyl]carbamate (3.0 g, 11.3 mmol) and the reaction allowed to warm to rt and stir overnight. Aqueous NH4Cl (3-5 mL) was added slowly, the reaction stirred for 30 min. and then concentrated to dryness. The crude product was partitioned between EtOAc and water. The organic layer was isolated and washed with brine and dried over Na2SO4. Upon solvent remov... Starting materials: [N+](=O)([O-])CCCC1=CC=C(C=C1)CCCCCCCC (1-(3-nitropropyl)-4-octylbenzene), C([O-])([O-])=O.[K+].[K+] (Potassium carbonate), C=O (paraformaldehyde). The solvent is C1(=CC=CC=C1)C (Toluene). Conditions: temperature 2.5 celsius. Product: [N+](=O)([O-])C(CO)(CO)CCC1=CC=C(C=C1)CCCCCCCC (2-nitro-2-(4-octylphenethyl)propane-1,3-diol). Reaction SMILES: [N+:1]([CH2:4][CH2:5][CH2:6][C:7]1[CH:12]=[CH:11][C:10]([CH2:13][CH2:14][CH2:15][CH2:16][CH2:17][CH2:18][CH2:19][CH3:20])=[CH:9][CH:8]=1)([O-:3])=[O:2].[C:21](=[O:24])([O-])[O-].[K+].[K+].[CH2:27]=[O:28]>C1(C)C=CC=CC=1>[N+:1]([C:4]([CH2:5][CH2:6][C:7]1[CH:8]=[CH:9][C:10]([CH2:13][CH2:14][CH2:15][CH2:16][CH2:17][CH2:18][CH2:19][CH3:20])=[CH:11][CH:12]=1)([CH2:21][OH:24])[CH2:27][OH:28])([O-:3])=[O:2] |f:1.2.3|. Procedure: 3-nitro-1-(4-octylphenyl)propan-1-one (20 g) and dichloromethane (100 mL) are charged into a round bottom flask at 25-30° C. and stirred. The mixture is cooled to −10° C. to 0° C. and triethylsilane (19.9 g) is added. A solution of titanium tetrachloride (19.57 g) in dichloromethane (100 mL) is added over a period of 15 minutes and the obtained reaction mixture is maintained at −10 to 0° C. for 5 hours. Water (200 mL) precooled to 0-10° C. is slowly added to the reaction mixture over a period of... The reactants are O (water), [H-].[Na+] (Sodium hydride), C(C)OC1=NNC=C1CCC(=O)OCC (ethyl 3-(3-ethoxy-1H-pyrazol-4-yl)propionate), ClCC1=CC(=NC=C1)OCC=1N=C(OC1C)C=1OC=CC1 (4-chloromethyl-2-[2-(2-furyl)-5-methyl-4-oxazolylmethoxy]pyridine). Solvent: CN(C=O)C (N,N-dimethylformamide). Reaction conditions: time 1 hour. The product is C(C)OC1=NN(C=C1CCC(=O)OCC)CC1=CC(=NC=C1)OCC=1N=C(OC1C)C=1OC=CC1 (ethyl 3-[3-ethoxy-1-[2-[2-(2-furyl)-5-methyl-4-oxazolylmethoxy]-4-pyridylmethyl]-1H-pyrazol-4-yl]propionate). Yield: 89.3%. As a reaction SMILES: [H-].[Na+].[CH2:3]([O:5][C:6]1[C:10]([CH2:11][CH2:12][C:13]([O:15][CH2:16][CH3:17])=[O:14])=[CH:9][NH:8][N:7]=1)[CH3:4].Cl[CH2:19][C:20]1[CH:25]=[CH:24][N:23]=[C:22]([O:26][CH2:27][C:28]2[N:29]=[C:30]([C:34]3[O:35][CH:36]=[CH:37][CH:38]=3)[O:31][C:32]=2[CH3:33])[CH:21]=1.O>CN(C)C=O>[CH2:3]([O:5][C:6]1[C:10]([CH2:11][CH2:12][C:13]([O:15][CH2:16][CH3:17])=[O:14])=[CH:9][N:8]([CH2:19][C:20]2[CH:25]=[CH:24][N:23]=[C:22]([O:26][CH2:27][C:28]3[N:29]=[C:30]([C:34]4[O:35][CH:36]=[CH:37][CH:38]=4)[O:31][C:32]=3[CH3:33])[CH:21]=2)[N:7]=1)[CH3:4] |f:0.1|. Procedure details: Sodium hydride (60%, oily, 60.0 mg) was added to a solution of ethyl 3-(3-ethoxy-1H-pyrazol-4-yl)propionate (318 mg) and 4-chloromethyl-2-[2-(2-furyl)-5-methyl-4-oxazolylmethoxy]pyridine (457 mg) in N,N-dimethylformamide (10 ml) at 0° C., and the mixture was stirred at room temperature for 1 hour. The reaction mixture was poured into water, and extracted with ethyl acetate. The ethyl acetate layer was washed with saturated aqueous sodium chloride solution, dried (MgSO4), and concentrated. The re... Reactants: FC(C=1C=C(C(=O)N2[C@@H](CNCC2)CC2=CNC3=CC=CC=C23)C=C(C1)C(F)(F)F)(F)F ((2R)-1-[3,5-bis(trifluoromethyl)benzoyl]-2-(1H-indol-3-ylmethyl)piperazine), BrCC1=CC=C(C=C1)C(C)=O (1-[4-(bromomethyl)phenyl]ethanone), C([O-])([O-])=O.[K+].[K+] (potassium carbonate). Solvent: C(C)#N (acetonitrile). Product: C(C)(=O)C1=CC=C(CN2C[C@H](N(CC2)C(C2=CC(=CC(=C2)C(F)(F)F)C(F)(F)F)=O)CC2=CNC3=CC=CC=C23)C=C1 ((2R)-4-(4-acetylbenzyl)-1-[3,5-bis(trifluoromethyl)benzoyl]-2-(1H-indol-3-ylmethyl)piperazine). Isolated yield 102.0%. Reaction SMILES: [F:1][C:2]([F:32])([F:31])[C:3]1[CH:4]=[C:5]([CH:24]=[C:25]([C:27]([F:30])([F:29])[F:28])[CH:26]=1)[C:6]([N:8]1[CH2:13][CH2:12][NH:11][CH2:10][C@H:9]1[CH2:14][C:15]1[C:23]2[C:18](=[CH:19][CH:20]=[CH:21][CH:22]=2)[NH:17][CH:16]=1)=[O:7].Br[CH2:34][C:35]1[CH:40]=[CH:39][C:38]([C:41](=[O:43])[CH3:42])=[CH:37][CH:36]=1.C(=O)([O-])[O-].[K+].[K+]>C(#N)C>[C:41]([C:38]1[CH:39]=[CH:40][C:35]([CH2:34][N:11]2[CH2:12][CH2:13][N:8]([C:6](=[O:7])[C:5]3[CH:4]=[C:3]([C:2]([F:1])([F:31])[F:32])[CH:26]=[C:25]([C:27]([F:28])([F:29])[F:30])[CH:24]=3)[C@H:9]([CH2:14][C:15]3[C:23]4[C:18](=[CH:19][CH:20]=[CH:21][CH:22]=4)[NH:17][CH:16]=3)[CH2:10]2)=[CH:36][CH:37]=1)(=[O:43])[CH3:42] |f:2.3.4|. Procedure details: A mixture of (2R)-1-[3,5-bis(trifluoromethyl)benzoyl]-2-(1H-indol-3-ylmethyl)piperazine (228 mg), 1-[4-(bromomethyl)phenyl]ethanone (107 mg) and potassium carbonate (42 mg) in acetonitrile (2 ml) was refluxed for 4.5 hours. After cooling, the mixture was evaporated in vacuo. Ethyl acetate and water were added to the residue and the organic layer was separated, washed with brine, dried over magnesium sulfate, and evaporated in vacuo. The residue was purified by column chromatography on silica gel...